From a dataset of the Open Reaction Database (ORD), a public repository of structured organic reaction records. describe an organic reaction: reactants, conditions, products, and yield Starting materials: C(=O)(O)C=1C=C(C=CC1)NC1=NC=CC(=N1)C1=CC(=NC=C1)NCCCO (N-[3-carboxy-phenyl]-4-(2-(3-hydroxy-propyl-amino)-4-pyridyl)-2-pyrimidineamine), S(O)(O)(=O)=O (sulfuric acid), CO (methanol). Yields the product COC(=O)C=1C=C(C=CC1)NC1=NC=CC(=N1)C1=CC(=NC=C1)NCCCO (N-[3-methoxycarbonylphenyl]-4-[2-(3-hydroxy-propyl-amino)-4-pyridyl]-2-pyrimidineamine). Reaction SMILES: [C:1]([C:4]1[CH:5]=[C:6]([NH:10][C:11]2[N:16]=[C:15]([C:17]3[CH:22]=[CH:21][N:20]=[C:19]([NH:23][CH2:24][CH2:25][CH2:26][OH:27])[CH:18]=3)[CH:14]=[CH:13][N:12]=2)[CH:7]=[CH:8][CH:9]=1)([OH:3])=[O:2].S(=O)(=O)(O)O.[CH3:33]O>>[CH3:33][O:2][C:1]([C:4]1[CH:5]=[C:6]([NH:10][C:11]2[N:16]=[C:15]([C:17]3[CH:22]=[CH:21][N:20]=[C:19]([NH:23][CH2:24][CH2:25][CH2:26][OH:27])[CH:18]=3)[CH:14]=[CH:13][N:12]=2)[CH:7]=[CH:8][CH:9]=1)=[O:3]. Reported procedure: 2.0 g (5.4 mmol) of N-[3-carboxy-phenyl]-4-(2-(3-hydroxy-propyl-amino)-4-pyridyl)-2-pyrimidineamine and 0.28 ml (5.4 mmol) of conc. sulfuric acid are boiled under RF in 150 ml of methanol for 24 h. After cooling to RT, the reaction mixture is concentrated to half the volume, diluted with 100 ml of ethyl acetate and extracted twice with 50 ml of buffer (pH 7) each time. The organic phase is dried (Na2SO4) and concentrated. Crystallisation (methylene chloride/methanol) gives N-[3-methoxycarbonylph...